This data is from the Open Reaction Database (ORD), a public repository of structured organic reaction records. The task is: describe an organic reaction: reactants, conditions, products, and yield Reactants: ClCCl, COc1ccc2c(=O)n(C)c(CSCCO)c(-c3ccccc3)c2c1, O=C(OO)c1cccc(Cl)c1. Product: COc1ccc2c(=O)n(C)c(CS(=O)CCO)c(-c3ccccc3)c2c1. Reaction SMILES: [Cl:37][CH2:38][Cl:39].[OH:1][CH2:2][CH2:3][S:4][CH2:5][c:6]1[n:7]([CH3:25])[c:8](=[O:24])[c:9]2[cH:10][cH:11][c:12]([O:22][CH3:23])[cH:13][c:14]2[c:15]1-[c:16]1[cH:17][cH:18][cH:19][cH:20][cH:21]1.[OH:26][O:27][C:28]([c:29]1[cH:30][c:31]([Cl:32])[cH:33][cH:34][cH:35]1)=[O:36]>>[OH:1][CH2:2][CH2:3][S:4]([CH2:5][c:6]1[n:7]([CH3:25])[c:8](=[O:24])[c:9]2[cH:10][cH:11][c:12]([O:22][CH3:23])[cH:13][c:14]2[c:15]1-[c:16]1[cH:17][cH:18][cH:19][cH:20][cH:21]1)=[O:26].